From a dataset of the Open Reaction Database (ORD), a public repository of structured organic reaction records. describe an organic reaction: reactants, conditions, products, and yield Starting materials: CO, Cl, C1COCCO1, O=C(O)Cc1c[nH]cn1. The product is Cl, COC(=O)Cc1c[nH]cn1. As a reaction SMILES: [CH3:11][OH:12].[ClH:10].[O:13]1[CH2:14][CH2:15][O:16][CH2:17][CH2:18]1.[nH:1]1[cH:2][n:3][c:4]([CH2:6][C:7](=[O:8])[OH:9])[cH:5]1>>[ClH:10].[nH:1]1[cH:2][n:3][c:4]([CH2:6][C:7]([O:8][CH3:11])=[O:9])[cH:5]1.